Task: describe an organic reaction: reactants, conditions, products, and yield. Dataset: the Open Reaction Database (ORD), a public repository of structured organic reaction records Starting materials: C(C)OCC (Diethyl ether), Cl (hydrogen chloride), COC1=CC=C(CCC2N(C(CC2)C=2C=CC3=C(SC(O3)(C)C)C2)CO)C=C1 (2-(p-methoxyphenethyl)-5-(2,2-dimethyl-1,3-benzoxathiol-5-yl)hydroxymethylpyrrolidine). The solvent is CO (methanol), CO (methanol). Yields the product Cl.COC1=CC=C(CCC2N(C(CC2)C=2C=CC3=C(SC(O3)(C)C)C2)CO)C=C1 (2-(p-Methoxyphenethyl)-5-(2,2-Dimethyl-1,3-Benzoxathiol-5-yl)Hydroxymethyl Pyrrolidine Hydrochloride). Reaction SMILES: [ClH:1].[CH3:2][O:3][C:4]1[CH:29]=[CH:28][C:7]([CH2:8][CH2:9][CH:10]2[CH2:14][CH2:13][CH:12]([C:15]3[CH:16]=[CH:17][C:18]4[O:22][C:21]([CH3:24])([CH3:23])[S:20][C:19]=4[CH:25]=3)[N:11]2[CH2:26][OH:27])=[CH:6][CH:5]=1.C(OCC)C>CO>[ClH:1].[CH3:2][O:3][C:4]1[CH:5]=[CH:6][C:7]([CH2:8][CH2:9][CH:10]2[CH2:14][CH2:13][CH:12]([C:15]3[CH:16]=[CH:17][C:18]4[O:22][C:21]([CH3:24])([CH3:23])[S:20][C:19]=4[CH:25]=3)[N:11]2[CH2:26][OH:27])=[CH:28][CH:29]=1 |f:4.5|. Procedure: Excess 3% hydrogen chloride in methanol is added to a solution of 1.0 g 2-(p-methoxyphenethyl)-5-(2,2-dimethyl-1,3-benzoxathiol-5-yl)hydroxymethylpyrrolidine in 20 ml of methanol. Diethyl ether is added until precipitation is complete. 2-(p-methoxyphenethyl)-5-(2,2-dimethyl-1,3-benzoxathiol-5-yl)hydroxymethylpyrrolidine hydrochloride is filtered, washed with ether, air dried and recrystallized. The reactants are COC=1C=C(CNC)C=CC1OC (3,4-dimethoxybenzyl-N-methylamine), ClC(=O)OC(Cl)(Cl)Cl (trichloromethyl chloroformate). Solvent: N1=CC=CC=C1 (pyridine). Conditions: time 8 hour. Product: COC=1C=C(CN(C(=O)Cl)C)C=CC1OC (3,4-dimethoxybenzyl(methyl)carbamoyl chloride). Reaction SMILES: [CH3:1][O:2][C:3]1[CH:4]=[C:5]([CH:9]=[CH:10][C:11]=1[O:12][CH3:13])[CH2:6][NH:7][CH3:8].ClC([O:17][C:18]([Cl:21])(Cl)Cl)=O>N1C=CC=CC=1>[CH3:1][O:2][C:3]1[CH:4]=[C:5]([CH:9]=[CH:10][C:11]=1[O:12][CH3:13])[CH2:6][N:7]([CH3:8])[C:18]([Cl:21])=[O:17]. Procedure details: 1.00 g (5.52 mmol) of 3,4-dimethoxybenzyl-N-methylamine (obtainable by reductive amination from 3,4-dimethoxybenzaldehyde) are dissolved in 20 ml of anhydrous pyridine. 0.60 g (0.37 mmol, 3.04 mmol) of trichloromethyl chloroformate (“diphosgene”) is added, and the mixture is left to stir at room temperature overnight. The solution is employed without workup directly in the next stage.